From a dataset of the Open Reaction Database (ORD), a public repository of structured organic reaction records. describe an organic reaction: reactants, conditions, products, and yield Reactants: Cc1ccccc1, CC(C)O, O=C(O)C(=O)O, S=C=NCCc1ccccc1, c1nc(C2CCNCC2)c[nH]1. The product is S=C(NCCc1ccccc1)N1CCC(c2c[nH]cn2)CC1. RXN SMILES: [CH3:29][c:30]1[cH:31][cH:32][cH:33][cH:34][cH:35]1.[CH:36]([OH:37])([CH3:38])[CH3:39].[OH:23][C:24]([C:25](=[O:26])[OH:27])=[O:28].[S:1]=[C:2]=[N:3][CH2:4][CH2:5][c:6]1[cH:7][cH:8][cH:9][cH:10][cH:11]1.[nH:12]1[cH:13][n:14][c:15]([CH:17]2[CH2:18][CH2:19][NH:20][CH2:21][CH2:22]2)[cH:16]1>>[S:1]=[C:2]([NH:3][CH2:4][CH2:5][c:6]1[cH:7][cH:8][cH:9][cH:10][cH:11]1)[N:20]1[CH2:19][CH2:18][CH:17]([c:15]2[n:14][cH:13][nH:12][cH:16]2)[CH2:22][CH2:21]1. The reactants are BrB(Br)Br, CCOc1ccc(Cc2cc(C3OC(COC(C)=O)C(OC(C)=O)C(OC(C)=O)C3OC(C)=O)ccc2Cl)cc1, ClCCl, [Na+], O=C([O-])O. The product is CC(=O)OCC1OC(c2ccc(Cl)c(Cc3ccc(O)cc3)c2)C(OC(C)=O)C(OC(C)=O)C1OC(C)=O. RXN SMILES: [B:41]([Br:42])([Br:43])[Br:44].[C:1]([CH3:2])(=[O:3])[O:4][CH:5]1[CH:6]([CH2:36][O:37][C:38]([CH3:39])=[O:40])[O:7][CH:8]([c:19]2[cH:20][c:21]([CH2:26][c:27]3[cH:28][cH:29][c:30]([O:33][CH2:34][CH3:35])[cH:31][cH:32]3)[c:22]([Cl:25])[cH:23][cH:24]2)[CH:9]([O:15][C:16]([CH3:17])=[O:18])[CH:10]1[O:11][C:12]([CH3:13])=[O:14].[Cl:50][CH2:51][Cl:52].[Na+:49].[O-:45][C:46]([OH:47])=[O:48]>>[C:1]([CH3:2])(=[O:3])[O:4][CH:5]1[CH:6]([CH2:36][O:37][C:38]([CH3:39])=[O:40])[O:7][CH:8]([c:19]2[cH:20][c:21]([CH2:26][c:27]3[cH:28][cH:29][c:30]([OH:33])[cH:31][cH:32]3)[c:22]([Cl:25])[cH:23][cH:24]2)[CH:9]([O:15][C:16]([CH3:17])=[O:18])[CH:10]1[O:11][C:12]([CH3:13])=[O:14]. Starting materials: NC1CC(NC2=CC=C(C=C12)[N+](=O)[O-])C(CO)(C)C (2-(4-amino-6-nitro-1,2,3,4-tetrahydroquinolin-2-yl)-2-methylpropan-1-ol), C(CC)(=O)Cl (propionyl chloride), O (water), C(C)(=O)OCC (ethyl acetate). Run in N1=CC=CC=C1 (pyridine). Run at time 2 hour. The product is OCC(C)(C)C1NC2=CC=C(C=C2C(C1)NC(CC)=O)[N+](=O)[O-] (N-[2-(2-hydroxy-1,1-dimethylethyl)-6-nitro-1,2,3,4-tetrahydroquinolin-4-yl]-propionamide). Reaction SMILES: [NH2:1][CH:2]1[C:11]2[C:6](=[CH:7][CH:8]=[C:9]([N+:12]([O-:14])=[O:13])[CH:10]=2)[NH:5][CH:4]([C:15]([CH3:19])([CH3:18])[CH2:16][OH:17])[CH2:3]1.[C:20](Cl)(=[O:23])[CH2:21][CH3:22].O.C(OCC)(=O)C>N1C=CC=CC=1>[OH:17][CH2:16][C:15]([CH:4]1[CH2:3][CH:2]([NH:1][C:20](=[O:23])[CH2:21][CH3:22])[C:11]2[C:6](=[CH:7][CH:8]=[C:9]([N+:12]([O-:14])=[O:13])[CH:10]=2)[NH:5]1)([CH3:19])[CH3:18]. Reported procedure: The compound of Example 22 (50 mg) and 0.1 ml of propionyl chloride were dissolved in 1 ml of pyridine. After 2 hours of stirring at room temperature, water and ethyl acetate were added. The ethyl acetate layer was washed with water, and then dried over anhydrous sodium sulfate, followed by distilling off the solvent under reduced pressure. The residue was dissolved in 1 ml of methanol, 0.1 ml of a 4N aqueous solution of sodium hydroxide was added, and the mixture was stirred for 1 hour. Then, a... The reactants are C(#N)C=1C(=NC=CC1N1CCC(CC1)C1=CC=CC=C1)NN ([3-Cyano-4-(4-phenylpiperidinyl)pyridin-2-yl]-hydrazine), C(C)OC(CC)(OCC)OCC (triethylorthopropionate). Run in C=1(C(=CC=CC1)C)C (xylene). Yields the product C(C)C1=NN=C2N1C=CC(=C2C#N)N2CCC(CC2)C2=CC=CC=C2 (3-ethyl-7-(4-phenyl-1-piperidinyl)-1,2,4-triazolo[4,3-a]pyridine-8-carbonitrile). RXN SMILES: [C:1]([C:3]1[C:4]([NH:21][NH2:22])=[N:5][CH:6]=[CH:7][C:8]=1[N:9]1[CH2:14][CH2:13][CH:12]([C:15]2[CH:20]=[CH:19][CH:18]=[CH:17][CH:16]=2)[CH2:11][CH2:10]1)#[N:2].C(O[C:26](OCC)(OCC)[CH2:27][CH3:28])C>C1(C)C(C)=CC=CC=1>[CH2:27]([C:28]1[N:5]2[CH:6]=[CH:7][C:8]([N:9]3[CH2:10][CH2:11][CH:12]([C:15]4[CH:20]=[CH:19][CH:18]=[CH:17][CH:16]=4)[CH2:13][CH2:14]3)=[C:3]([C:1]#[N:2])[C:4]2=[N:21][N:22]=1)[CH3:26]. Procedure details: A solution of D7 (0.05 g, 0.17 mmol) and triethylorthopropionate (0.462 ml, 2.556 mmol) in xylene (1 ml) was heated in a sealed tube at 180° C. for 2 h. After cooling, the resulting mixture was concentrated in vacuo. The residue thus obtained was triturated with Et2O to yield final compound E10 (0.042 g, 74%).